This data is from the Open Reaction Database (ORD), a public repository of structured organic reaction records. The task is: describe an organic reaction: reactants, conditions, products, and yield Reactants: C(#CC(=O)OCCC)C(=O)OCCC (dipropyl acetylenedicarboxylate), NC1=NC2=C(C(=NC1)C1=C(C=CC=C1F)F)C=C(C=C2)Cl (2-amino-7-chloro-5-(2,6-difluorophenyl)-3H-1,4-benzodiazepine). Solvent: C(CC)O (propanol). The product is C(=O)(OCCC)C1=CC(N=C2N1C1=C(C(=NC2)C2=C(C=CC=C2F)F)C=C(C=C1)Cl)=O (1-carbopropoxy-9-chloro-7-(2,6-difluorophenyl)pyrimido[1,2-a][1,4]benzodiazepin-3(5H)-one). As a reaction SMILES: [NH2:1][C:2]1[CH2:8][N:7]=[C:6]([C:9]2[C:14]([F:15])=[CH:13][CH:12]=[CH:11][C:10]=2[F:16])[C:5]2[CH:17]=[C:18]([Cl:21])[CH:19]=[CH:20][C:4]=2[N:3]=1.[C:22]([C:30](OCCC)=[O:31])#[C:23][C:24]([O:26][CH2:27][CH2:28][CH3:29])=[O:25]>C(O)CC>[C:24]([C:23]1[N:3]2[C:4]3[CH:20]=[CH:19][C:18]([Cl:21])=[CH:17][C:5]=3[C:6]([C:9]3[C:14]([F:15])=[CH:13][CH:12]=[CH:11][C:10]=3[F:16])=[N:7][CH2:8][C:2]2=[N:1][C:30](=[O:31])[CH:22]=1)([O:26][CH2:27][CH2:28][CH3:29])=[O:25]. Procedure: In the manner given in Example 27, 2-amino-7-chloro-5-(2,6-difluorophenyl)-3H-1,4-benzodiazepine was heated in propanol with dipropyl acetylenedicarboxylate to give 1-carbopropoxy-9-chloro-7-(2,6-difluorophenyl)pyrimido[1,2-a][1,4]benzodiazepin-3(5H)-one. The reactants are C, CCO, CCOC(=O)c1cc(-c2ccccc2F)[nH]c1Cl, [Pd]. The product is CCOC(=O)c1c[nH]c(-c2ccccc2F)c1. Reaction SMILES: [C:22].[CH3:19][CH2:20][OH:21].[Cl:1][c:2]1[nH:3][c:4](-[c:12]2[c:13]([F:18])[cH:14][cH:15][cH:16][cH:17]2)[cH:5][c:6]1[C:7](=[O:8])[O:9][CH2:10][CH3:11].[Pd:23]>>[cH:2]1[nH:3][c:4](-[c:12]2[c:13]([F:18])[cH:14][cH:15][cH:16][cH:17]2)[cH:5][c:6]1[C:7](=[O:8])[O:9][CH2:10][CH3:11]. Reactants: C(C)OC(=O)CC(C(C#N)C(=O)O)(C)C (3-carboxy-3-cyano-2,2-dimethyl-propane-1-carboxylic acid ethyl ester), C(C)(=O)[O-].[Na+] (sodium acetate), ClCl (chlorine), Cl (HCl). The product is C(C)OC(=O)CC(C(C#N)Cl)(C)C (3-chloro-3-cyano-2,2-dimethyl-propane-1-carboxylic acid ethyl ester). Reaction SMILES: [Cl:1]Cl.[CH2:3]([O:5][C:6]([CH2:8][C:9]([CH3:17])([CH3:16])[CH:10](C(O)=O)[C:11]#[N:12])=[O:7])[CH3:4].C([O-])(=O)C.[Na+].Cl>O>[CH2:3]([O:5][C:6]([CH2:8][C:9]([CH3:17])([CH3:16])[CH:10]([Cl:1])[C:11]#[N:12])=[O:7])[CH3:4] |f:2.3|. The yield is 68.7%. Procedure details: 17.8 g (0.25 mol) of chlorine were passed into a solution of 42.6 g (0.2 mol) of 3-carboxy-3-cyano-2,2-dimethyl-propane-1-carboxylic acid ethyl ester and 41 g of sodium acetate in 400 ml of water at 20° C. The mixture was subsequently stirred at 20° C. for 5 hours and then acidified with dilute HCl. The acid solution was worked up as described under Example 1. 28 g (69% of theory) of 3-chloro-3-cyano-2,2-dimethyl-propane-1-carboxylic acid ethyl ester were obtained in the form of a colorless oil ... Run at temperature 20 celsius, time 5 hour. Solvent: O (water). Starting materials: FC(C1=CC=C(C=C1)N=C=O)(F)F (4-trifluoromethylphenyl isocyanate), NC1=NC(=CC(=N1)C(F)(F)F)OCC(F)(F)F (2-amino-4-(trifluoromethyl)-6-(2,2,2-trifluoroethoxy)pyrimidine), [H-].[Na+] (NaH). The solvent is C1CCOC1 (THF), C1CCOC1 (THF), Cl (HCl). Conditions: time 20 minute. Yields the product FC(C1=CC=C(C=C1)NC(=O)NC1=NC(=CC(=N1)C(F)(F)F)OCC(F)(F)F)(F)F (N-(4-trifluoromethylphenyl)-N′-[4-trifluoromethyl-6-(2,2,2-trifluoroethoxy)pyrimidin-2-yl]urea). The yield is 44.5%. Reaction SMILES: [H-].[Na+].[NH2:3][C:4]1[N:9]=[C:8]([C:10]([F:13])([F:12])[F:11])[CH:7]=[C:6]([O:14][CH2:15][C:16]([F:19])([F:18])[F:17])[N:5]=1.[F:20][C:21]([F:32])([F:31])[C:22]1[CH:27]=[CH:26][C:25]([N:28]=[C:29]=[O:30])=[CH:24][CH:23]=1>C1COCC1.Cl>[F:20][C:21]([F:31])([F:32])[C:22]1[CH:23]=[CH:24][C:25]([NH:28][C:29]([NH:3][C:4]2[N:9]=[C:8]([C:10]([F:12])([F:13])[F:11])[CH:7]=[C:6]([O:14][CH2:15][C:16]([F:19])([F:17])[F:18])[N:5]=2)=[O:30])=[CH:26][CH:27]=1 |f:0.1|. Reported procedure: To a suspension of NaH (152 mg, 3.8 mmol, 60% dispersion in mineral oil) in anhydrous THF (2 mL) at room temperature was slowly added a solution of 2-amino-4-(trifluoromethyl)-6-(2,2,2-trifluoroethoxy)pyrimidine (0.50 g, 1.9 mmol) in anhydrous THF (2 mL) and the resulting mixture was stirred 20 min. To the mixture was added 4-trifluoromethylphenyl isocyanate (326 μL, 2.28 mmol) and the resulting mixture was allowed to stir at room temperature. After 18 h of stirring the reaction mixture was dilu... Reactants: C([O-])(O)=O.[Na+] (sodium bicarbonate), C(=O)(OC(C)(C)C)OC(=O)OC(C)(C)C (di-t-butyl dicarbonate), N[C@@H](CN1CC(N(CC1(C)C)C1=C(C=CC=C1F)F)=O)[C@H]1OC([C@@H](C1)C)=O (4-{(S)-2-amino-2-[(2S,4R)-4-methyl-5-oxotetrahydrofuran-2-yl]ethyl}1-(2,6-difluorophenyl)-5,5-dimethylpiperazin-2-one), C([O-])([O-])=O.[Cs+].[Cs+] (cesium carbonate), FC1=C(C(=CC=C1)F)N1CC(N(CC1=O)C[C@@H]([C@H]1OC([C@@H](C1)C)=O)NS(=O)(=O)C1=C(C=CC=C1)[N+](=O)[O-])(C)C (N-{(S)-2-[4-(2,6-Difluorophenyl)-2,2-dimethyl-5-oxopiperazin-1-yl]-1-[(2S,4R)-4-methyl-5-oxotetrahydrofuran-2-yl]ethyl}-2-nitrobenzenesulfonamide), C1(=CC=CC=C1)S (thiophenol). Solvent: [Cl-].[Na+].O (Brine), [Cl-].[Na+].O (Brine), C(C)(=O)OCC (ethyl acetate), O (water), C(C)#N (acetonitrile). Reaction conditions: time 2 hour. Yields the product C(C)(C)(C)OC(N[C@@H](CN1C(CN(C(C1)=O)C1=C(C=CC=C1F)F)(C)C)[C@H]1OC([C@@H](C1)C)=O)=O ({(S)-2-[4-(2,6-Difluorophenyl)-2,2-dimethyl-5-oxopiperazin-1-yl]-1-[(2S,4R)-4-methyl-5-oxotetrahydrofuran-2-yl]ethyl}carbamic acid t-butyl ester). The yield is 75.0%. As a reaction SMILES: [C:1](=[O:4])([O-:3])[O-].[Cs+].[Cs+].[F:7][C:8]1[CH:13]=[CH:12][CH:11]=[C:10]([F:14])[C:9]=1[N:15]1[C:20](=[O:21])[CH2:19][N:18]([CH2:22][C@H:23]([NH:31]S(C2C=CC=CC=2[N+]([O-])=O)(=O)=O)[C@@H:24]2[CH2:28][C@@H:27]([CH3:29])C(=O)O2)[C:17]([CH3:45])([CH3:44])[CH2:16]1.C1(S)C=CC=CC=1.C(=O)(O)[O-].[Na+].[C:58](OC(OC(C)(C)C)=O)([O:60][C:61]([CH3:64])([CH3:63])[CH3:62])=[O:59].N[C@H]([C@@H]1C[C@@H](C)C(=O)O1)CN1C(C)(C)CN(C2C(F)=CC=CC=2F)C(=O)C1>C(#N)C.[Cl-].[Na+].O.C(OCC)(=O)C.O>[C:61]([O:60][C:58](=[O:59])[NH:31][C@H:23]([C@@H:24]1[CH2:28][C@@H:27]([CH3:29])[C:1](=[O:4])[O:3]1)[CH2:22][N:18]1[CH2:19][C:20](=[O:21])[N:15]([C:9]2[C:8]([F:7])=[CH:13][CH:12]=[CH:11][C:10]=2[F:14])[CH2:16][C:17]1([CH3:45])[CH3:44])([CH3:64])([CH3:63])[CH3:62] |f:0.1.2,5.6,10.11.12|. Reported procedure: 711 mg of cesium carbonate (2.18 mmol) was added to a solution of 1.03 g of N-{(S)-2-[4-(2,6-difluorophenyl)-2,2-dimethyl-5-oxopiperazin-1-yl]-1-[(2S,4R)-4-methyl-5-oxotetrahydrofuran-2-yl]ethyl}-2-nitrobenzenesulfonamide obtained in Example (93a) (1.82 mmol) and 0.56 ml of thiophenol (content: 95%) (5.45 mmol) in acetonitrile (18 ml) under a nitrogen atmosphere at room temperature, and the mixture was stirred at the same temperature for two hours. Brine was added to the reaction mixture, follow...